Dataset: the Open Reaction Database (ORD), a public repository of structured organic reaction records. Task: describe an organic reaction: reactants, conditions, products, and yield Reactants: ClC=1C=C(C=CC1Cl)C1(CN(CC1)C(C1=CC(=C(C(=C1)OC)OC)OC)=O)CCN1CCC(CC1)(C(=O)O)C1=CC=CC=C1 (1-[2-[3-(3,4-dichloro-phenyl)-1-(3,4,5-trimethoxy-benzoyl)-pyrrolidin-3-yl]-ethyl]-4-phenyl-piperidine-4-carboxylic acid), Cl.O1CCN(CC1)CCNC(=O)C1(CCNCC1)C1=CC=CC=C1 (4-phenyl-piperidine-4-carboxylic acid (2-morpholino-ethyl)-amide hydrochloride). The solvent is CO.ClCCl (methanol dichloromethane). The product is O1CCN(CC1)CCNC(=O)C1(CCN(CC1)CCC1(CN(CC1)C(C1=CC(=C(C(=C1)OC)OC)OC)=O)C1=CC(=C(C=C1)Cl)Cl)C1=CC=CC=C1 (1-[2-[3-(3,4-dichloro-phenyl)-1-(3,4,5-trimethoxy-benzoyl)-pyrrolidin-3-yl]-ethyl]-4-phenyl-piperidine-4-carboxylic acid (2-morpholino-ethyl)-amide). RXN SMILES: [Cl:1][C:2]1[CH:3]=[C:4]([C:9]2([CH2:28][CH2:29][N:30]3[CH2:35][CH2:34][C:33]([C:39]4[CH:44]=[CH:43][CH:42]=[CH:41][CH:40]=4)([C:36]([OH:38])=O)[CH2:32][CH2:31]3)[CH2:13][CH2:12][N:11]([C:14](=[O:27])[C:15]3[CH:20]=[C:19]([O:21][CH3:22])[C:18]([O:23][CH3:24])=[C:17]([O:25][CH3:26])[CH:16]=3)[CH2:10]2)[CH:5]=[CH:6][C:7]=1[Cl:8].Cl.[O:46]1[CH2:51][CH2:50][N:49]([CH2:52][CH2:53][NH:54]C(C2(C3C=CC=CC=3)CCNCC2)=O)[CH2:48][CH2:47]1>CO.ClCCl>[O:46]1[CH2:51][CH2:50][N:49]([CH2:52][CH2:53][NH:54][C:36]([C:33]2([C:39]3[CH:40]=[CH:41][CH:42]=[CH:43][CH:44]=3)[CH2:32][CH2:31][N:30]([CH2:29][CH2:28][C:9]3([C:4]4[CH:5]=[CH:6][C:7]([Cl:8])=[C:2]([Cl:1])[CH:3]=4)[CH2:13][CH2:12][N:11]([C:14](=[O:27])[C:15]4[CH:20]=[C:19]([O:21][CH3:22])[C:18]([O:23][CH3:24])=[C:17]([O:25][CH3:26])[CH:16]=4)[CH2:10]3)[CH2:35][CH2:34]2)=[O:38])[CH2:48][CH2:47]1 |f:1.2,3.4|. Procedure: Prepare by the method of Example 26FH.5 using 1-[2-[3-(3,4-dichloro-phenyl)-1-(3,4,5-trimethoxy-benzoyl)-pyrrolidin-3-yl]-ethyl]-4-phenyl-piperidine-4-carboxylic acid (0.16 g, 0.625 mmol) and 4-phenyl-piperidine-4-carboxylic acid (2-morpholino-ethyl)-amide hydrochloride (0.07 mL, 0.5 mmol). Chromatograph on silica gel eluting with 6% methanol/dichloromethane to give the title compound: Rf =0.34 (silica gel, 10% methanol/dichloromethane).